Dataset: the Open Reaction Database (ORD), a public repository of structured organic reaction records. Task: describe an organic reaction: reactants, conditions, products, and yield Solvent: C(Cl)Cl (methylene chloride), C(Cl)Cl (Methylene chloride). Yield: 55.5%. Product: C(C)(=O)C1=CC=2N(C3=CC=CC=C3C2C=C1)C(C)=O (2,9-diacetylcarbazole). Procedure details: 9-Acetyl-carbazole (41.85 g, 0.2 mol) was dissolved in 1 L methylene chloride and 28.5 mL acetylchloride (0.4 mol) and 120 g aluminum chloride (0.9 mol) were added and the solution refluxed for 1.5 h. The solution was cooled to −78° C. and 6N HCl was added slowly while stirring and allowed to warm to room temperature. Methylene chloride was added to dissolve the precipitate and the solution was extracted, and the organics dried over Na2SO4, decolorized with charcoal, filtered and concentrated. R... Reaction SMILES: [C:1]([N:4]1[C:16]2[CH:15]=[CH:14][CH:13]=[CH:12][C:11]=2[C:10]2[C:5]1=[CH:6][CH:7]=[CH:8][CH:9]=2)(=[O:3])[CH3:2].[C:17](Cl)(=[O:19])[CH3:18].[Cl-].[Al+3].[Cl-].[Cl-].Cl>C(Cl)Cl>[C:17]([C:7]1[CH:8]=[CH:9][C:10]2[C:11]3[C:16](=[CH:15][CH:14]=[CH:13][CH:12]=3)[N:4]([C:1](=[O:3])[CH3:2])[C:5]=2[CH:6]=1)(=[O:19])[CH3:18] |f:2.3.4.5|. Conditions: temperature -78 celsius. Starting materials: Cl (HCl), C(C)(=O)Cl (acetylchloride), [Cl-].[Al+3].[Cl-].[Cl-] (aluminum chloride), C(C)(=O)N1C2=CC=CC=C2C=2C=CC=CC12 (9-Acetyl-carbazole). Reactants: C(CC)(=O)C1C(CC(CC1=O)CCSC1=CC=C(C=C1)Cl)=O (2-propionyl-5-[2-(4-chlorophenylthio)ethyl]cyclohexane-1,3-dione), C(C)ON (ethoxyamine). The solvent is CO (methanol). Yields the product C(C)ONC(CC)=C1C(CC(CC1=O)CCSC1=CC=C(C=C1)Cl)=O (2-(1-ethoxyaminopropylidene)-5-[2-(4-chlorophenylthio)ethyl]-cyclohexane-1,3-dione). The yield is 55.5%. As a reaction SMILES: [C:1]([CH:5]1[C:10](=[O:11])[CH2:9][CH:8]([CH2:12][CH2:13][S:14][C:15]2[CH:20]=[CH:19][C:18]([Cl:21])=[CH:17][CH:16]=2)[CH2:7][C:6]1=[O:22])(=O)[CH2:2][CH3:3].[CH2:23]([O:25][NH2:26])[CH3:24]>CO>[CH2:23]([O:25][NH:26][C:1](=[C:5]1[C:10](=[O:11])[CH2:9][CH:8]([CH2:12][CH2:13][S:14][C:15]2[CH:20]=[CH:19][C:18]([Cl:21])=[CH:17][CH:16]=2)[CH2:7][C:6]1=[O:22])[CH2:2][CH3:3])[CH3:24]. Procedure details: 1.6 g of 2-propionyl-5-[2-(4-chlorophenylthio)ethyl]cyclohexane-1,3-dione was allowed to react with 0.8 g of ethoxyamine at room temperature for 16 hours in 60 ml of methanol. After completion of the reaction, the resulting reaction solution was treated as in Example 1 to obtain oily product. Purification of the oily product by column chromatography gave 1 g of the desired compound as colorless oily material.